Dataset: the Open Reaction Database (ORD), a public repository of structured organic reaction records. Task: describe an organic reaction: reactants, conditions, products, and yield Reactants: NC1=C(C=C(C=C1)Br)C(=O)C1=C(C=CC=C1)F ((2-amino-5-bromophenyl)(2-fluorophenyl)methanone), ClC(CNC(OCC1C2=CC=CC=C2C=2C=CC=CC12)=O)=O (9H-fluoren-9-ylmethyl (2-chloro-2-oxoethyl)carbamate). The solvent is C(Cl)(Cl)Cl (chloroform). Yields the product BrC1=CC(=C(C=C1)NC(CNC(OCC1C2=CC=CC=C2C=2C=CC=CC12)=O)=O)C(=O)C1=C(C=CC=C1)F (9H-fluoren-9-ylmethyl [2-({4-bromo-2-[(2-fluorophenyl)carbonyl]phenyl}amino)-2-oxoethyl]carbamate). Yield: 70.7%. RXN SMILES: [NH2:1][C:2]1[CH:7]=[CH:6][C:5]([Br:8])=[CH:4][C:3]=1[C:9]([C:11]1[CH:16]=[CH:15][CH:14]=[CH:13][C:12]=1[F:17])=[O:10].Cl[C:19](=[O:39])[CH2:20][NH:21][C:22](=[O:38])[O:23][CH2:24][CH:25]1[C:37]2[CH:36]=[CH:35][CH:34]=[CH:33][C:32]=2[C:31]2[C:26]1=[CH:27][CH:28]=[CH:29][CH:30]=2>C(Cl)(Cl)Cl>[Br:8][C:5]1[CH:6]=[CH:7][C:2]([NH:1][C:19](=[O:39])[CH2:20][NH:21][C:22](=[O:38])[O:23][CH2:24][CH:25]2[C:26]3[CH:27]=[CH:28][CH:29]=[CH:30][C:31]=3[C:32]3[C:37]2=[CH:36][CH:35]=[CH:34][CH:33]=3)=[C:3]([C:9]([C:11]2[CH:16]=[CH:15][CH:14]=[CH:13][C:12]=2[F:17])=[O:10])[CH:4]=1. Procedure: A round-bottomed flask was charged with (2-amino-5-bromophenyl)(2-fluorophenyl)methanone (1.45 g), 9H-fluoren-9-ylmethyl (2-chloro-2-oxoethyl)carbamate (1.6 g) and chloroform (150 mL). The mixture was heated to reflux for 2 h then concentrated to dryness. The residue was taken up in a mixture of a saturated solution of sodium bicarbonate and ethyl acetate. The resulting solids were collected on a filter and washed first with water then with diethyl ether. Thorough air-drying provided 9H-fluoren-... Reactants: ClC=1C=C(C=C(C1OC=1C=C2C(=CNC2=CC1)C(C)C)Cl)NC(CC(=O)OC)=O (Methyl 3-({3,5-dichloro-4-[(3-isopropyl-1H-indol-5-yl)oxy]phenyl}amino)-3-oxo-propanoate), [OH-].[Na+] (NaOH). Run in C(C)O (ethanol). Product: ClC=1C=C(C=C(C1OC=1C=C2C(=CNC2=CC1)C(C)C)Cl)NC(CC(=O)O)=O (3-({3,5-Dichloro-4-[(3-isopropyl-1H-indol-5-yl)oxy]phenyl}amino)-3-oxopropionic acid). RXN SMILES: [Cl:1][C:2]1[CH:3]=[C:4]([NH:22][C:23](=[O:29])[CH2:24][C:25]([O:27]C)=[O:26])[CH:5]=[C:6]([Cl:21])[C:7]=1[O:8][C:9]1[CH:10]=[C:11]2[C:15](=[CH:16][CH:17]=1)[NH:14][CH:13]=[C:12]2[CH:18]([CH3:20])[CH3:19].[OH-].[Na+]>C(O)C>[Cl:1][C:2]1[CH:3]=[C:4]([NH:22][C:23](=[O:29])[CH2:24][C:25]([OH:27])=[O:26])[CH:5]=[C:6]([Cl:21])[C:7]=1[O:8][C:9]1[CH:10]=[C:11]2[C:15](=[CH:16][CH:17]=1)[NH:14][CH:13]=[C:12]2[CH:18]([CH3:20])[CH3:19] |f:1.2|. Reported procedure: 193 mg of methyl 3-({3,5-dichloro-4-[(3-isopropyl-1H-indol-5-yl)oxy]phenyl}-amino)-3-oxopropanoate (Example 7) are stirred in 3 ml of ethanol with 1 ml of 1N NaOH for one hour at room temperature. The solvent is removed in vacuo and the residue is taken up in dichloromethane. The mixture is shaken with water, the organic phase is dried and the solvent is removed in vacuo. By stirring with diethyl ether, 143 mg of 3-({3,5-dichloro-4-[(3-isopropyl-1H-indol-5-yl)oxy]phenyl}amino)-3-oxopropionic aci... Reactants: ClCC#C (3-chloro-1-propyne), ClC1=C(C=CC(=C1)Cl)C(CN1N=CN=C1)O (α-(2,4-dichlorophenyl)-1H-1,2,4-triazole-1-ethanol), CS(=O)C (dimethyl sulfoxide), [H-].[Na+] (sodium hydride). Solvent: C1=CC=CC=C1 (benzene). Reaction conditions: time 8 hour. Product: ClC1=C(C=CC(=C1)Cl)C(CN1N=CN=C1)OCC#C (1-[2-(2,4-dichlorophenyl)-2-(2 -propynyloxy)ethyl]-1H-1,2,4-triazole). Yield: 33.8%. RXN SMILES: [Cl:1][C:2]1[CH:7]=[C:6]([Cl:8])[CH:5]=[CH:4][C:3]=1[CH:9]([OH:16])[CH2:10][N:11]1[CH:15]=[N:14][CH:13]=[N:12]1.CS(C)=O.[H-].[Na+].Cl[CH2:24][C:25]#[CH:26]>C1C=CC=CC=1>[Cl:1][C:2]1[CH:7]=[C:6]([Cl:8])[CH:5]=[CH:4][C:3]=1[CH:9]([O:16][CH2:26][C:25]#[CH:24])[CH2:10][N:11]1[CH:15]=[N:14][CH:13]=[N:12]1 |f:2.3|. Procedure: A mixture of 5.2 parts of α-(2,4-dichlorophenyl)-1H-1,2,4-triazole-1-ethanol, 50 parts of dimethyl sulfoxide and 45 parts of benzene is stirred till all solid enters solution. Then there is added 1 part of a sodium hydride dispersion 78% and stirring is continued till gasevolution has ceased. After stirring for one hour at 40°-50° C., there are added 2.3 parts of 3-chloro-1-propyne. The whole is stirred overnight at room temperature. The reaction mixture is poured onto ice-water and the product ... Run at temperature 76 celsius. Isolated yield 89.9%. RXN SMILES: C[O:2][C:3]([CH:5]1[CH2:9][CH2:8][CH2:7][N:6]1[CH2:10][C:11](=[O:29])[NH:12][CH2:13][C:14]1[C:18](=[N:19][NH:20][C:21]2[CH:26]=[CH:25][CH:24]=[C:23]([F:27])[CH:22]=2)[C:17]([NH2:28])=[N:16][N:15]=1)=[O:4].[OH-].[K+]>C(O)C>[NH2:28][C:17]1[C:18](=[N:19][NH:20][C:21]2[CH:26]=[CH:25][CH:24]=[C:23]([F:27])[CH:22]=2)[C:14]([CH2:13][NH:12][C:11]([CH2:10][N:6]2[CH2:7][CH2:8][CH2:9][CH:5]2[C:3]([OH:4])=[O:2])=[O:29])=[N:15][N:16]=1 |f:1.2|. Solvent: C(C)O (ethanol). Procedure details: 1-[({5-Amino-4-[(3-fluorophenyl)hydrazono]-4H-pyrazol-3-ylmethyl}carbamoyl)-methyl]pyrrolidine-2-carboxylic acid methyl ester (80 mg, 0.20 mmole) was dissolved in 1.5 mL of 95% ethanol with KOH (19.7 mg (85%), 0.29 mmole). The solution was heated at 76° C. for 1 hour. The reaction was quenched by the addition of 1 mL of water and then acidified to pH 3 with 1.5 M HCl. The solution was evaporated to dryness together with 2-PrOH and silica gel. The resulting powder was then placed onto a silica ge... Product: NC=1C(C(=NN1)CNC(=O)CN1C(CCC1)C(=O)O)=NNC1=CC(=CC=C1)F (1-[({5-amino-4-[(3-fluorophenyl)hydrazono]-4H-pyrazol-3-ylmethyl}carbamoyl)methyl]pyrrolidine-2-carboxylic acid). The reactants are COC(=O)C1N(CCC1)CC(NCC1=NN=C(C1=NNC1=CC(=CC=C1)F)N)=O (1-[({5-Amino-4-[(3-fluorophenyl)hydrazono]-4H-pyrazol-3-ylmethyl}carbamoyl)-methyl]pyrrolidine-2-carboxylic acid methyl ester), [OH-].[K+] (KOH). The reactants are CC=1C=C2C(NC(=NC2=CC1)N1CCS(C2=C(C1)C=CC=C2)(=O)=O)=O (6-methyl-2-(1,1-dioxido-2,3-dihydro-1,4-benzothiazepin-4(5H)-yl)quinazolin-4(3H)-one), NC1CN(C1)C(=O)OC(C)(C)C (tert-butyl 3-aminoazetidine-1-carboxylate). The product is N1CC(C1)NC1=NC(=NC2=CC=C(C=C12)C)N1CCS(C2=C(C1)C=CC=C2)(=O)=O (N-(Azetidin-3-yl)-6-methyl-2-(1,1-dioxido-2,3-dihydro-1,4-benzothiazepin-4(5H)-yl)quinazolin-4-amine). As a reaction SMILES: [CH3:1][C:2]1[CH:3]=[C:4]2[C:9](=[CH:10][CH:11]=1)[N:8]=[C:7]([N:12]1[CH2:18][C:17]3[CH:19]=[CH:20][CH:21]=[CH:22][C:16]=3[S:15](=[O:24])(=[O:23])[CH2:14][CH2:13]1)[NH:6][C:5]2=O.[NH2:26][CH:27]1[CH2:30][N:29](C(OC(C)(C)C)=O)[CH2:28]1>>[NH:29]1[CH2:30][CH:27]([NH:26][C:5]2[C:4]3[C:9](=[CH:10][CH:11]=[C:2]([CH3:1])[CH:3]=3)[N:8]=[C:7]([N:12]3[CH2:18][C:17]4[CH:19]=[CH:20][CH:21]=[CH:22][C:16]=4[S:15](=[O:24])(=[O:23])[CH2:14][CH2:13]3)[N:6]=2)[CH2:28]1. Reported procedure: The title compound was prepared in analogy to Example 93-1 in Scheme 44 by using 6-methyl-2-(1,1-dioxido-2,3-dihydro-1,4-benzothiazepin-4(5H)-yl)quinazolin-4(3H)-one and tert-butyl 3-aminoazetidine-1-carboxylate. MS obsd. (ESI+) [(M+H)+] 410.1, 1H NMR (400 MHz, DMSO-d6) δ ppm 8.24 (s, 1 H), 7.87 (s, 2 H), 7.79 (s, 1 H), 7.62 (brs, 1 H), 7.45 (s, 1 H), 7.34 (d, J=8.4 Hz, 1 H), 7.22 (brs, 1 H), 5.06-4.42 (m, 5 H), 3.85 (brs, 1 H), 3.59 (m, 5 H), 2.32 (s, 3 H).